Dataset: the Open Reaction Database (ORD), a public repository of structured organic reaction records. Task: describe an organic reaction: reactants, conditions, products, and yield The solvent is N1=CC=CC=C1 (pyridine). The yield is 77.7%. The product is COC1=CC=C(C=C1)NC(C1=CC=C(C=C1)[N+](=O)[O-])=O (N-(4-methoxyphenyl)-4-nitrobenzamide). Reaction conditions: temperature 100 celsius. Starting materials: [N+](=O)([O-])C1=CC=C(C(=O)Cl)C=C1 (4-nitrobenzoyl chloride), COC1=CC=C(C=C1)N (p-anisidine), O (water), Cl (HCl). Reaction SMILES: [N+:1]([C:4]1[CH:12]=[CH:11][C:7]([C:8](Cl)=[O:9])=[CH:6][CH:5]=1)([O-:3])=[O:2].[CH3:13][O:14][C:15]1[CH:20]=[CH:19][C:18]([NH2:21])=[CH:17][CH:16]=1.O.Cl>N1C=CC=CC=1>[CH3:13][O:14][C:15]1[CH:20]=[CH:19][C:18]([NH:21][C:8](=[O:9])[C:7]2[CH:11]=[CH:12][C:4]([N+:1]([O-:3])=[O:2])=[CH:5][CH:6]=2)=[CH:17][CH:16]=1. Reported procedure: After adding 4-nitrobenzoyl chloride (34, 7.534 g, 185.57 mmol) to p-anisidine (33, 5.00 g, 40.60 mmol) dissolved in pyridine (50 mL), the reaction mixture was heated for 2 hours at 100° C. After adding water and aqueous 4 N HCl (300 mL), extracting with ethyl acetate and removing water using sodium sulfate, column chromatography yielded the target compound N-(4-methoxyphenyl)-4-nitrobenzamide (36, 8.594 g, 78%). Starting materials: C1CCOC1, COC(=O)C=Cc1cccc(-c2nc3cc(-c4ccccc4)ccc3o2)c1, CO, CS(C)=O, [Na+], [OH-]. Product: O=C(O)C=Cc1cccc(-c2nc3cc(-c4ccccc4)ccc3o2)c1. Reaction SMILES: [CH2:30]1[O:31][CH2:32][CH2:33][CH2:34]1.[CH3:1][O:2][C:3]([CH:4]=[CH:5][c:6]1[cH:7][c:8](-[c:12]2[o:13][c:14]3[c:15]([n:16]2)[cH:17][c:18](-[c:21]2[cH:22][cH:23][cH:24][cH:25][cH:26]2)[cH:19][cH:20]3)[cH:9][cH:10][cH:11]1)=[O:27].[CH3:28][OH:29].[CH3:37][S:38]([CH3:39])=[O:40].[Na+:36].[OH-:35]>>[O:2]=[C:3]([CH:4]=[CH:5][c:6]1[cH:7][c:8](-[c:12]2[o:13][c:14]3[c:15]([n:16]2)[cH:17][c:18](-[c:21]2[cH:22][cH:23][cH:24][cH:25][cH:26]2)[cH:19][cH:20]3)[cH:9][cH:10][cH:11]1)[OH:27]. Starting materials: CC(=O)O, N#Cc1ccc(F)cc1, [H-], [H][H], [Na+], CN(C)C=O, O, CC(=O)Nc1cccc2c1CCCC2. The product is CC(=O)N(c1ccc(C#N)cc1)c1cccc2c1CCCC2. Reaction SMILES: [CH3:34][C:35](=[O:36])[OH:37].[F:19][c:20]1[cH:21][cH:22][c:23]([C:24]#[N:25])[cH:26][cH:27]1.[H-:16].[H:17][H:18].[Na+:15].[O:28]=[CH:29][N:30]([CH3:31])[CH3:32].[OH2:33].[c:1]1([NH:11][C:12]([CH3:13])=[O:14])[cH:2][cH:3][cH:4][c:5]2[c:10]1[CH2:9][CH2:8][CH2:7][CH2:6]2>>[c:1]1([N:11]([C:12]([CH3:13])=[O:14])[c:20]2[cH:21][cH:22][c:23]([C:24]#[N:25])[cH:26][cH:27]2)[cH:2][cH:3][cH:4][c:5]2[c:10]1[CH2:9][CH2:8][CH2:7][CH2:6]2. Reactants: CC(C)(C)OC(=O)CC(N)C(O)COc1c(F)c(F)cc(F)c1F, CCC(C(=O)O)n1cccc(NC(C)=O)c1=O, ClCCCl, C1CCOC1, CN(C)c1ccncc1, On1nnc2ccccc21. Yields the product CCC(C(=O)NC(CC(=O)OC(C)(C)C)C(O)COc1c(F)c(F)cc(F)c1F)n1cccc(NC(C)=O)c1=O. Reaction SMILES: [C:18]([CH3:19])([CH3:20])([CH3:21])[O:22][C:23]([CH2:24][CH:25]([CH:26]([CH2:27][O:28][c:29]1[c:30]([F:38])[c:31]([F:37])[cH:32][c:33]([F:36])[c:34]1[F:35])[OH:39])[NH2:40])=[O:41].[C:1]([CH3:2])(=[O:3])[NH:4][c:5]1[c:6](=[O:17])[n:7]([CH:11]([C:12](=[O:13])[OH:14])[CH2:15][CH3:16])[cH:8][cH:9][cH:10]1.[CH2:52]([Cl:53])[CH2:54][Cl:55].[CH2:65]1[O:66][CH2:67][CH2:68][CH2:69]1.[CH3:56][N:57]([c:58]1[cH:59][cH:60][n:61][cH:62][cH:63]1)[CH3:64].[OH:42][n:43]1[c:44]2[c:45]([cH:46][cH:47][cH:48][cH:49]2)[n:50][n:51]1>>[C:1]([CH3:2])(=[O:3])[NH:4][c:5]1[c:6](=[O:17])[n:7]([CH:11]([C:12](=[O:14])[NH:40][CH:25]([CH2:24][C:23]([O:22][C:18]([CH3:19])([CH3:20])[CH3:21])=[O:41])[CH:26]([CH2:27][O:28][c:29]2[c:30]([F:38])[c:31]([F:37])[cH:32][c:33]([F:36])[c:34]2[F:35])[OH:39])[CH2:15][CH3:16])[cH:8][cH:9][cH:10]1. As a reaction SMILES: [CH3:1][O:2][CH2:3][CH2:4][O:5][C:6]1[CH:7]=[C:8]2[C:13](=[CH:14][C:15]=1[O:16][CH2:17][CH2:18][O:19][CH3:20])[N:12]=[CH:11][NH:10][C:9]2=O.CN(C)C=O.C(Cl)(=O)C([Cl:30])=O.O>ClCCl>[Cl:30][C:9]1[C:8]2[C:13](=[CH:14][C:15]([O:16][CH2:17][CH2:18][O:19][CH3:20])=[C:6]([O:5][CH2:4][CH2:3][O:2][CH3:1])[CH:7]=2)[N:12]=[CH:11][N:10]=1. Reported procedure: To a solution of compound 22 (2.60 g, 8.83 mmol) in dichloromethane (25 mL), was added a drop of N,N-Dimethyl formamide and to that oxalyl chloride (1.52 mL, 17.669 mmol) was added dropwise. This mixture was stirred at room temperature for 12 h. Reaction was monitored by TLC and the reduction continued until TLC indicated no starting material. The reaction mixture was poured in to water. Extracted with ethyl acetate and the combined organic layer were washed with Sat.NaHCO3 and brine and dried o... Run at time 12 hour. Yields the product ClC1=NC=NC2=CC(=C(C=C12)OCCOC)OCCOC (4-chloro-6,7-bis(2-methoxyethoxy)quinazoline). Solvent: ClCCl (dichloromethane). Yield: 126.7%. Reactants: COCCOC=1C=C2C(NC=NC2=CC1OCCOC)=O (6,7-bis(2-methoxyethoxy)quinazolin-4(3H)-one), CN(C=O)C (N,N-Dimethyl formamide), O (water), C(C(=O)Cl)(=O)Cl (oxalyl chloride).